From a dataset of the Open Reaction Database (ORD), a public repository of structured organic reaction records. describe an organic reaction: reactants, conditions, products, and yield Reaction SMILES: [Br:1][c:2]1[cH:3][c:4]2[c:8]([cH:9][c:10]1[O:11][CH3:12])[C:7](=[CH:13][CH2:14][NH2:15])[CH2:6][CH2:5]2.[CH3:17][CH2:18][OH:19].[ClH:16]>>[Br:1][c:2]1[cH:3][c:4]2[c:8]([cH:9][c:10]1[O:11][CH3:12])[C:7]([CH2:13][CH2:14][NH2:15])=[CH:6][CH2:5]2.[ClH:16]. Starting materials: COc1cc2c(cc1Br)CCC2=CCN, CCO, Cl. Yields the product COc1cc2c(cc1Br)CC=C2CCN, Cl. Reactants: CCOC=C(C(=O)OCC)C(=O)OCC, C1COCCO1, Nc1cccc(C(F)(F)F)n1. The product is CCOC(=O)C(=CNc1cccc(C(F)(F)F)n1)C(=O)OCC. RXN SMILES: [CH2:12]([O:13][CH:15]=[C:16]([C:17](=[O:18])[O:19][CH2:20][CH3:21])[C:22](=[O:23])[O:24][CH2:25][CH3:26])[CH3:14].[CH2:27]1[O:28][CH2:29][CH2:30][O:31][CH2:32]1.[NH2:1][c:2]1[n:3][c:4]([C:8]([F:9])([F:10])[F:11])[cH:5][cH:6][cH:7]1>>[NH:1]([c:2]1[n:3][c:4]([C:8]([F:9])([F:10])[F:11])[cH:5][cH:6][cH:7]1)[CH:15]=[C:16]([C:17](=[O:18])[O:19][CH2:20][CH3:21])[C:22](=[O:23])[O:24][CH2:25][CH3:26].